Dataset: the Open Reaction Database (ORD), a public repository of structured organic reaction records. Task: describe an organic reaction: reactants, conditions, products, and yield The reactants are NC1=C(C=C(C(=O)O)C=C1)[N+](=O)[O-] (4-amino-3-nitro-benzoic acid), [Cl-] (chloride), CO (methanol). Product: COC(C1=CC(=C(C=C1)N)[N+](=O)[O-])=O (4-amino-3-nitro-benzoic acid methyl ester). The yield is 81.0%. As a reaction SMILES: [NH2:1][C:2]1[CH:10]=[CH:9][C:5]([C:6]([OH:8])=[O:7])=[CH:4][C:3]=1[N+:11]([O-:13])=[O:12].[Cl-].[CH3:15]O>>[CH3:15][O:7][C:6](=[O:8])[C:5]1[CH:9]=[CH:10][C:2]([NH2:1])=[C:3]([N+:11]([O-:13])=[O:12])[CH:4]=1. Procedure: To a mixture of 4-amino-3-nitro-benzoic acid (10.0 g, 54.9 mmol) suspended in methanol (150 mL) was added thiony chloride (3.99 mL, 54.9 mmol). The mixture was heated to reflux overnight, then cooled to room temperature and filtered. The solid recovered by filtration was rinsed with cold methanol and dried to give 8.68 g (81%) of 4-amino-3-nitro-benzoic acid methyl ester. Reactants: FC1=C(N)C=CC(=C1)F (2,4-difluoroaniline), C(C)N1C(C(C2=CC(=CC=C12)C1(OCCO1)C)C(=O)OCC)=O (ethyl 1-ethyl-5-(2-methyl-4,5-dihydro-1,3-dioxol-2-yl)oxindole-3-carboxylate), Cl (hydrochloric acid), C(Cl)Cl (methylene chloride), 4A. Run in C1=CC=CC=C1 (benzene). The product is FC1=C(C=CC(=C1)F)NC(=O)C1C(N(C2=CC=C(C=C12)C1(OCCO1)C)CC)=O (N-(2,4-difluorophenyl)-1-ethyl-5-(2-methyl-4,5-dihydro-1,3-dioxol-2-yl)oxindole-3-carboxamide). Isolated yield 80.0%. RXN SMILES: [CH2:1]([N:3]1[C:11]2[C:6](=[CH:7][C:8]([C:12]3([CH3:17])[O:16][CH2:15][CH2:14][O:13]3)=[CH:9][CH:10]=2)[CH:5]([C:18]([O:20]CC)=O)[C:4]1=[O:23])[CH3:2].[F:24][C:25]1[CH:31]=[C:30]([F:32])[CH:29]=[CH:28][C:26]=1[NH2:27].Cl.C(Cl)Cl>C1C=CC=CC=1>[F:24][C:25]1[CH:31]=[C:30]([F:32])[CH:29]=[CH:28][C:26]=1[NH:27][C:18]([CH:5]1[C:6]2[C:11](=[CH:10][CH:9]=[C:8]([C:12]3([CH3:17])[O:16][CH2:15][CH2:14][O:13]3)[CH:7]=2)[N:3]([CH2:1][CH3:2])[C:4]1=[O:23])=[O:20]. Procedure details: A mixture of 1.0 g. (3.1 mmoles) of ethyl 1-ethyl-5-(2-methyl-4,5-dihydro-1,3-dioxol-2-yl)oxindole-3-carboxylate and 809 mg. (6.3 mmoles) of 2,4-difluoroaniline in 40 ml of benzene was heated to reflux through a soxhlet filled with 4A sieves for 45 minutes. The reaction mixture was cooled and poured into a mixture of 400 ml. 2N hydrochloric acid and 100 ml. of methylene chloride. The organic layer was separated, dried over magnesium sulfate and concentrated to give 1.24 g. of a solid residue. Re... Starting materials: CN1CCOCC1 (NMM), ClC1=NC(=C(C(=N1)N1[C@@H]2CN([C@H](C1)C2)C)F)NN ((1S,4S)-2-(2-Chloro-5-fluoro-6-hydrazino-4-pyrimidinyl)-5-methyl-2,5-diazabicyclo[2.2.1]heptane), C1(CCCC1)C[C@@H](C(=O)O)CN(OCC1=CC=CC=C1)C=O ((2R)-3-cyclopentyl-2-({formyl[(phenylmethyl)oxy]amino}methyl)propanoic acid), C1=CC2=C(N=C1)N(N=N2)O (HOAt), C(CCl)Cl (EDC). Run in CN(C)C=O (DMF). Run at time 8 hour. Product: ClC1=NC(=C(C(=N1)NNC([C@@H](CN(C=O)OCC1=CC=CC=C1)CC1CCCC1)=O)F)N1[C@@H]2CN([C@H](C1)C2)C ([(2R)-3-(2-{2-chloro-5-fluoro-6-[(1S,4S)-5-methyl-2,5-diazabicyclo[2.2.1]hept-2-yl]-4-pyrimidinyl}hydrazino)-2-(cyclopentylmethyl)-3-oxopropyl][(phenylmethyl)oxy]formamide). The yield is 25.9%. RXN SMILES: [Cl:1][C:2]1[N:7]=[C:6]([N:8]2[CH2:13][C@@H:12]3[CH2:14][C@H:9]2[CH2:10][N:11]3[CH3:15])[C:5]([F:16])=[C:4]([NH:17][NH2:18])[N:3]=1.[CH:19]1([CH2:24][C@H:25]([CH2:29][N:30]([CH:39]=[O:40])[O:31][CH2:32][C:33]2[CH:38]=[CH:37][CH:36]=[CH:35][CH:34]=2)[C:26](O)=[O:27])[CH2:23][CH2:22][CH2:21][CH2:20]1.C1C=NC2N(O)N=NC=2C=1.CN1CCOCC1.C(Cl)CCl>CN(C=O)C>[Cl:1][C:2]1[N:3]=[C:4]([NH:17][NH:18][C:26](=[O:27])[C@H:25]([CH2:24][CH:19]2[CH2:20][CH2:21][CH2:22][CH2:23]2)[CH2:29][N:30]([O:31][CH2:32][C:33]2[CH:34]=[CH:35][CH:36]=[CH:37][CH:38]=2)[CH:39]=[O:40])[C:5]([F:16])=[C:6]([N:8]2[CH2:13][C@@H:12]3[CH2:14][C@H:9]2[CH2:10][N:11]3[CH3:15])[N:7]=1. Reported procedure: (1S,4S)-2-(2-Chloro-5-fluoro-6-hydrazino-4-pyrimidinyl)-5-methyl-2,5-diazabicyclo[2.2.1]heptane (170 mg, 0.62 mmol), (2R)-3-cyclopentyl-2-({formyl[(phenylmethyl)oxy]amino}methyl)propanoic acid (190 mg, 0.62 mmol), and HOAt (93 mg, 0.68 mmol) were dissolved in 4 mL of DMF. NMM (0.27 mL, 2.5 mmol) was added, followed by EDC (131 mg, 0.36 mmol). After stirring overnight at room temperature, the reaction mixture was purified by RP-HPLC to provide [(2R)-3-(2-{2-chloro-5-fluoro-6-[(1S,4S)-5-methyl-2,5... Product: CCCCCNc1nc(N)nc(C)c1Cc1ccc(CC#N)cc1. Reaction SMILES: [CH2:39]([CH2:40][CH2:41][CH2:42][CH3:43])[NH2:44].[CH3:47][CH2:48][CH2:49][CH2:50][O:51][C:52](=[O:53])[CH3:54].[CH3:55][C:56]#[N:57].[NH2:8][c:9]1[n:10][c:11]([CH3:38])[c:12]([CH2:28][c:29]2[cH:30][cH:31][c:32]([CH2:35][C:36]#[N:37])[cH:33][cH:34]2)[c:13]([O:15][S:16]([c:17]2[c:18]([CH3:19])[cH:20][c:21]([CH3:22])[cH:23][c:24]2[CH3:25])(=[O:26])=[O:27])[n:14]1.[Na+:46].[OH-:45].[OH:1][C:2]([C:3]([F:4])([F:5])[F:6])=[O:7]>>[NH2:8][c:9]1[n:10][c:11]([CH3:38])[c:12]([CH2:28][c:29]2[cH:30][cH:31][c:32]([CH2:35][C:36]#[N:37])[cH:33][cH:34]2)[c:13]([NH:44][CH2:39][CH2:40][CH2:41][CH2:42][CH3:43])[n:14]1. Starting materials: CCCCCN, CCCCOC(C)=O, CC#N, Cc1cc(C)c(S(=O)(=O)Oc2nc(N)nc(C)c2Cc2ccc(CC#N)cc2)c(C)c1, [Na+], [OH-], O=C(O)C(F)(F)F. Reactants: ice water, Cl (hydrochloric acid), BrC=1C=CC(=C(C=O)C1)F (5-bromo-2-fluorobenzaldehyde), SCCC(=O)OCC (ethyl 3-mercaptopropionate), C([O-])([O-])=O.[K+].[K+] (potassium carbonate). Run in CN(C=O)C (N,N-dimethylformamide). Run at time 1 hour. Product: BrC=1C=C2C=C(CSC2=CC1)C(=O)OCC (ethyl 6-bromo-2H-thiochromene-3-carboxylate). The yield is 57.4%. Reaction SMILES: [Br:1][C:2]1[CH:3]=[CH:4][C:5](F)=[C:6]([CH:9]=1)[CH:7]=O.[SH:11][CH2:12][CH2:13][C:14]([O:16][CH2:17][CH3:18])=[O:15].C(=O)([O-])[O-].[K+].[K+].Cl>CN(C)C=O>[Br:1][C:2]1[CH:9]=[C:6]2[C:5](=[CH:4][CH:3]=1)[S:11][CH2:12][C:13]([C:14]([O:16][CH2:17][CH3:18])=[O:15])=[CH:7]2 |f:2.3.4|. Reported procedure: To a solution of 5-bromo-2-fluorobenzaldehyde (0.49 g, 2.62 mmol) and ethyl 3-mercaptopropionate (0.37 ml, 2.88 mmol) in N,N-dimethylformamide (10 ml) was added potassium carbonate (0.90 g, 6.55 mmol), and the mixture was stirred at room temperature for 1 hour and then at 70° C. for 15 hours. The mixture was poured into ice-water, and made pH 4 with 1N hydrochloric acid. The aqueous layer was extracted with ethyl acetate, and the organic layer was washed with water and saturated brine, and dried... The reactants are BrC(C(=O)Br)C (2-bromo-propionyl bromide), C(CCC)OC1=CC(=C(N)C(=C1)C)C (4-butoxy-2,6-dimethylaniline), O.O.O.C(C)(=O)[O-].[Na+] (sodium acetate trihydrate). The solvent is C(C)(=O)O (acetic acid), O (water). Conditions: time 0.5 hour. Yields the product BrC(C(=O)NC1=C(C=C(C=C1C)OCCCC)C)C (2-Bromo-4'-butoxy-2',6'-dimethyl propionanilide). As a reaction SMILES: [CH2:1]([O:5][C:6]1[CH:12]=[C:11]([CH3:13])[C:9]([NH2:10])=[C:8]([CH3:14])[CH:7]=1)[CH2:2][CH2:3][CH3:4].[Br:15][CH:16]([CH3:20])[C:17](Br)=[O:18].O.O.O.C([O-])(=O)C.[Na+]>C(O)(=O)C.O>[Br:15][CH:16]([CH3:20])[C:17]([NH:10][C:9]1[C:11]([CH3:13])=[CH:12][C:6]([O:5][CH2:1][CH2:2][CH2:3][CH3:4])=[CH:7][C:8]=1[CH3:14])=[O:18] |f:2.3.4.5.6|. Procedure details: To a chilled (ca 10°) solution of 50.7 g (0.263 mole) of 4-butoxy-2,6-dimethylaniline [Buchi et al., Helv. Chim. Acta, 34, 278 (1951) ] in 224 ml glacial acetic acid was added rapidly 62.4 g (.289 mole) of 2-bromo-propionyl bromide and immediately thereafter a chilled (ca 5°) solution of 87.2 g sodium acetate trihydrate in 362 ml water. This mixture was shaken for 1/2 hour, filtered, washed with water until the washes were neutral, and dried in vacuo over silica gel and KOH; yield 68.9 g (71.6%)... Reactants: Cl.ClCCC=C(CCN(C)C)C1=CC=CC=C1 (6-chloro-N,N-dimethyl-3-phenyl-3-hexenylamine hydrochloride), hygroscopic solid. The reagents and catalysts are [Pd] (palladium on carbon). The solvent is C(C)O (ethanol). Run at time 15 minute. The product is Cl.ClCCCC(CCN(C)C)C1=CC=CC=C1 (6-Chloro-N,N-dimethyl-3-phenylhexylamine Hydrochloride). As a reaction SMILES: Cl.[Cl:2][CH2:3][CH2:4][CH:5]=[C:6]([C:12]1[CH:17]=[CH:16][CH:15]=[CH:14][CH:13]=1)[CH2:7][CH2:8][N:9]([CH3:11])[CH3:10]>[Pd].C(O)C>[ClH:2].[Cl:2][CH2:3][CH2:4][CH2:5][CH:6]([C:12]1[CH:13]=[CH:14][CH:15]=[CH:16][CH:17]=1)[CH2:7][CH2:8][N:9]([CH3:11])[CH3:10] |f:0.1,4.5|. Reported procedure: A solution of 10 g. (0.037 mole) of 6-chloro-N,N-dimethyl-3-phenyl-3-hexenylamine hydrochloride in 150 ml. of 95% ethanol was hydrogenated using palladium on carbon catalyst. Hydrogenation was complete after 15 minutes at room temperature. The catalyst was removed by filtration and the filtrate was evaporated to a solid. Recrystallization of the solid from isobutyl methyl ketone gave 7 g. (70%) of a hygroscopic solid. The reactants are O=C([O-])[O-], CC1(C)OB(c2ccc3cn(Cc4ccccc4)nc3c2)OC1(C)C, CC(C)(C)OC(=O)N1CCCC(O)(c2cc(Br)c3c(N)ncnn23)C1, [Na+], [Na+], CN(C)C=O, O, c1ccc(P(c2ccccc2)(c2ccccc2)[Pd](P(c2ccccc2)(c2ccccc2)c2ccccc2)(P(c2ccccc2)(c2ccccc2)c2ccccc2)P(c2ccccc2)(c2ccccc2)c2ccccc2)cc1. Product: CC(C)(C)OC(=O)N1CCCC(O)(c2cc(-c3ccc4cn(Cc5ccccc5)nc4c3)c3c(N)ncnn23)C1. Reaction SMILES: [C:51](=[O:52])([O-:53])[O-:54].[CH2:26]([c:27]1[cH:28][cH:29][cH:30][cH:31][cH:32]1)[n:33]1[n:34][c:35]2[cH:36][c:37]([B:42]3[O:43][C:44]([CH3:45])([CH3:46])[C:47]([CH3:48])([CH3:49])[O:50]3)[cH:38][cH:39][c:40]2[cH:41]1.[NH2:1][c:2]1[n:3][cH:4][n:5][n:6]2[c:7]1[c:8]([Br:25])[cH:9][c:10]2[C:11]1([OH:24])[CH2:12][N:13]([C:17](=[O:18])[O:19][C:20]([CH3:21])([CH3:22])[CH3:23])[CH2:14][CH2:15][CH2:16]1.[Na+:55].[Na+:56].[O:58]=[CH:59][N:60]([CH3:61])[CH3:62].[OH2:57].[cH:63]1[cH:64][cH:65][c:66]([P:67]([Pd:68]([P:69]([c:70]2[cH:71][cH:72][cH:73][cH:74][cH:75]2)([c:76]2[cH:77][cH:78][cH:79][cH:80][cH:81]2)[c:82]2[cH:83][cH:84][cH:85][cH:86][cH:87]2)([P:88]([c:89]2[cH:90][cH:91][cH:92][cH:93][cH:94]2)([c:95]2[cH:96][cH:97][cH:98][cH:99][cH:100]2)[c:101]2[cH:102][cH:103][cH:104][cH:105][cH:106]2)[P:107]([c:108]2[cH:109][cH:110][cH:111][cH:112][cH:113]2)([c:114]2[cH:115][cH:116][cH:117][cH:118][cH:119]2)[c:120]2[cH:121][cH:122][cH:123][cH:124][cH:125]2)([c:126]2[cH:127][cH:128][cH:129][cH:130][cH:131]2)[c:132]2[cH:133][cH:134][cH:135][cH:136][cH:137]2)[cH:138][cH:139]1>>[NH2:1][c:2]1[n:3][cH:4][n:5][n:6]2[c:7]1[c:8](-[c:37]1[cH:36][c:35]3[n:34][n:33]([CH2:26][c:27]4[cH:28][cH:29][cH:30][cH:31][cH:32]4)[cH:41][c:40]3[cH:39][cH:38]1)[cH:9][c:10]2[C:11]1([OH:24])[CH2:12][N:13]([C:17](=[O:18])[O:19][C:20]([CH3:21])([CH3:22])[CH3:23])[CH2:14][CH2:15][CH2:16]1. The reactants are O=C([O-])O, O=[N+]([O-])c1cnc(Cl)nc1Cl, ClCCl, COC(=O)C(C)(C)CNC1CCC(F)(F)C1, [Na+]. Product: COC(=O)C(C)(C)CN(c1nc(Cl)ncc1[N+](=O)[O-])C1CCC(F)(F)C1. Reaction SMILES: [C:28](=[O:29])([OH:30])[O-:31].[Cl:1][c:2]1[n:3][cH:4][c:5]([N+:9](=[O:10])[O-:11])[c:6]([Cl:8])[n:7]1.[Cl:33][CH2:34][Cl:35].[F:12][C:13]1([F:27])[CH2:14][CH:15]([NH:18][CH2:19][C:20]([C:21](=[O:22])[O:23][CH3:24])([CH3:25])[CH3:26])[CH2:16][CH2:17]1.[Na+:32]>>[Cl:1][c:2]1[n:3][cH:4][c:5]([N+:9](=[O:10])[O-:11])[c:6]([N:18]([CH:15]2[CH2:14][C:13]([F:12])([F:27])[CH2:17][CH2:16]2)[CH2:19][C:20]([C:21](=[O:22])[O:23][CH3:24])([CH3:25])[CH3:26])[n:7]1. Starting materials: C(CCCC)C(CO)CO (2-n-pentylpropane-1,3diol), C(=O)(O)C1=CC=C(C=O)C=C1 (4-carboxybenzaldehyde), C1=CC=CC=C1 (benzene), C1(=CC=C(C=C1)S(=O)(=O)O)C (4-toluenesulfonic acid). The solvent is O (water). The product is C(CCCC)C1COC(OC1)C1=CC=C(C(=O)O)C=C1 (4-(5-n-pentyl-1,3-dioxan-2-yl) benzoic acid). The yield is 80.9%. As a reaction SMILES: [CH2:1]([CH:6]([CH2:9][OH:10])[CH2:7][OH:8])[CH2:2][CH2:3][CH2:4][CH3:5].[C:11]([C:14]1[CH:21]=[CH:20][C:17]([CH:18]=O)=[CH:16][CH:15]=1)([OH:13])=[O:12].C1C=CC=CC=1.C1(C)C=CC(S(O)(=O)=O)=CC=1>O>[CH2:1]([CH:6]1[CH2:9][O:10][CH:18]([C:17]2[CH:20]=[CH:21][C:14]([C:11]([OH:13])=[O:12])=[CH:15][CH:16]=2)[O:8][CH2:7]1)[CH2:2][CH2:3][CH2:4][CH3:5]. Reported procedure: A mixture of 2-n-pentylpropane-1,3diol (8 g, 0.054 m), 4-carboxybenzaldehyde (8 g, 0.053 m), benzene (200 ml) and a catalytic amount of 4-toluenesulfonic acid was azeotropically refluxed until no more water was collected. The cold reaction mixture was washed with saturated NaHCO3 solution and water and then dried over anhydrous sodium sulfate. The solvent was evaporated and the residue was crystallized from ethanol to yield 4-(5-n-pentyl-1,3-dioxan-2-yl) benzoic acid (12 g, 80%)